From a dataset of the Open Reaction Database (ORD), a public repository of structured organic reaction records. describe an organic reaction: reactants, conditions, products, and yield Yields the product C(C1=CC=CC=C1)OCCNC(C)=O (N-(2-Benzyloxyethyl)acetamide). Reactants: C(C1=CC=CC=C1)Br (benzyl bromide), [H-].[Na+] (sodium hydride), C(C)(=O)NCCO (N-acetylethanolamine), CN(C=O)C (dimethylformamide). Yield: 41.6%. Conditions: time 1 hour. Run in O1CCCC1 (tetrahydrofuran), O1CCCC1 (tetrahydrofuran). Procedure details: A solution of N-acetylethanolamine (10.0 g, 6.79 ml, 97 mmol) in a mixture of anhydrous tetrahydrofuran (100 ml) and dimethylformamide (10 ml) was added to a stirred suspension of 80% sodium hydride in oil dispersion (2.90 g, 97 mmol) in dry tetrahydrofuran (140 ml), under nitrogen, at room temperature. After 1 hour, the reaction mixture was heated to 40°-50° C. and then, after a further 0.5 hour, cooled to ice-bath temperature. Next, benzyl bromide (13.8 ml, 116 mmol) was added and the resultin... Reaction SMILES: [C:1]([NH:4][CH2:5][CH2:6][OH:7])(=[O:3])[CH3:2].CN(C)C=O.[H-].[Na+].[CH2:15](Br)[C:16]1[CH:21]=[CH:20][CH:19]=[CH:18][CH:17]=1>O1CCCC1>[CH2:15]([O:7][CH2:6][CH2:5][NH:4][C:1](=[O:3])[CH3:2])[C:16]1[CH:21]=[CH:20][CH:19]=[CH:18][CH:17]=1 |f:2.3|.